Dataset: the Open Reaction Database (ORD), a public repository of structured organic reaction records. Task: describe an organic reaction: reactants, conditions, products, and yield The reactants are FC(F)(F)c1cccc2c(Br)ccnc12, CC(C)(C)OC(=O)N1CCC2(CCNCC2)C1, CC(C)(C)[O-], Cc1ccccc1, [Na+], CC(=O)[O-], CC(=O)[O-], [Pd+2], c1ccc(P(c2ccccc2)c2ccc3ccccc3c2-c2c(P(c3ccccc3)c3ccccc3)ccc3ccccc23)cc1. Yields the product CC(C)(C)OC(=O)N1CCC2(CCN(c3ccnc4c(C(F)(F)F)cccc34)CC2)C1. As a reaction SMILES: [Br:18][c:19]1[cH:20][cH:21][n:22][c:23]2[c:24]([C:29]([F:30])([F:31])[F:32])[cH:25][cH:26][cH:27][c:28]12.[CH2:1]1[N:2]([C:11](=[O:12])[O:13][C:14]([CH3:15])([CH3:16])[CH3:17])[CH2:3][CH2:4][C:5]12[CH2:6][CH2:7][NH:8][CH2:9][CH2:10]2.[CH3:33][C:34]([CH3:35])([O-:36])[CH3:37].[CH3:85][c:86]1[cH:87][cH:88][cH:89][cH:90][cH:91]1.[Na+:38].[O-:93][C:94]([CH3:95])=[O:96].[O-:97][C:98]([CH3:99])=[O:100].[Pd+2:92].[cH:39]1[cH:40][cH:41][c:42]([P:43]([c:44]2[cH:45][cH:46][c:47]3[c:48]([cH:49][cH:50][cH:51][cH:52]3)[c:53]2-[c:54]2[c:55]3[c:56]([cH:57][cH:58][cH:59][cH:60]3)[cH:61][cH:62][c:63]2[P:64]([c:65]2[cH:66][cH:67][cH:68][cH:69][cH:70]2)[c:71]2[cH:72][cH:73][cH:74][cH:75][cH:76]2)[c:77]2[cH:78][cH:79][cH:80][cH:81][cH:82]2)[cH:83][cH:84]1>>[CH2:1]1[N:2]([C:11](=[O:12])[O:13][C:14]([CH3:15])([CH3:16])[CH3:17])[CH2:3][CH2:4][C:5]12[CH2:6][CH2:7][N:8]([c:19]1[cH:20][cH:21][n:22][c:23]3[c:24]([C:29]([F:30])([F:31])[F:32])[cH:25][cH:26][cH:27][c:28]13)[CH2:9][CH2:10]2. Starting materials: O=C1CCC(=O)N1Br, COCCOc1nc(N)c2ncn(C3CCCCO3)c2n1, ClC(Cl)Cl. Yields the product COCCOc1nc(N)c2nc(Br)n(C3CCCCO3)c2n1. Reaction SMILES: [Br:22][N:23]1[C:24](=[O:25])[CH2:26][CH2:27][C:28]1=[O:29].[CH3:1][O:2][CH2:3][CH2:4][O:5][c:6]1[n:7][c:8]([NH2:21])[c:9]2[n:10][cH:11][n:12]([CH:15]3[O:16][CH2:17][CH2:18][CH2:19][CH2:20]3)[c:13]2[n:14]1.[CH:30]([Cl:31])([Cl:32])[Cl:33]>>[CH3:1][O:2][CH2:3][CH2:4][O:5][c:6]1[n:7][c:8]([NH2:21])[c:9]2[n:10][c:11]([Br:22])[n:12]([CH:15]3[O:16][CH2:17][CH2:18][CH2:19][CH2:20]3)[c:13]2[n:14]1. The reactants are CC1=NNC=C1C(=O)OC (Methyl 3-methyl-1H-pyrazole-4-carboxylate), C1(CCCCC1)C(O)C=1C(=NN(C1)C1=CC=CC=C1)CCC1=CC=CC=C1 (cyclohexyl[1-phenyl-3-(2-phenylethyl)-1H-pyrazol-4-yl]methanol), C1(=CC=CC=C1)B(O)O (phenylboronic acid), N1=CC=CC=C1 (pyridine). The reagents and catalysts are C(C)(=O)[O-].[Cu+2].C(C)(=O)[O-] (copper acetate). Run in CC(=O)N(C)C (dimethylacetamide). Run at time 8 hour. Product: CC1=NN(C=C1C(=O)OC)C1=CC=CC=C1 (methyl 3-methyl-1-phenyl-1H-pyrazole-4-carboxylate). Yield: 53.0%. RXN SMILES: [CH3:1][C:2]1[C:6]([C:7]([O:9][CH3:10])=[O:8])=[CH:5][NH:4][N:3]=1.[CH:11]1(C(C2C(CCC3C=CC=CC=3)=NN(C3C=CC=CC=3)C=2)O)[CH2:16][CH2:15][CH2:14][CH2:13][CH2:12]1.C1(B(O)O)C=CC=CC=1.N1C=CC=CC=1>CC(N(C)C)=O.C([O-])(=O)C.[Cu+2].C([O-])(=O)C>[CH3:1][C:2]1[C:6]([C:7]([O:9][CH3:10])=[O:8])=[CH:5][N:4]([C:11]2[CH:16]=[CH:15][CH:14]=[CH:13][CH:12]=2)[N:3]=1 |f:5.6.7|. Procedure details: Methyl 3-methyl-1H-pyrazole-4-carboxylate (14.4 g) synthesized in Example 1, (3) was dissolved in dimethylacetamide (200 mL), phenylboronic acid (25.0 g), copper acetate (36.4 g) and pyridine (32 mL) were added, and the mixture was stirred at room temperature overnight. The reaction mixture was filtered through celite, 1N hydrochloric acid (100 mL) was added to the filtrate, and the mixture was extracted with diethyl ether. The extract was washed with brine, dried over magnesium sulfate, and con...